From a dataset of the Open Reaction Database (ORD), a public repository of structured organic reaction records. describe an organic reaction: reactants, conditions, products, and yield The reactants are CC(C)(C)OC(=O)N1CCC(C)(C(=O)O)CC1, Cl, C1COCCO1. The product is CC1(C(=O)O)CCNCC1. RXN SMILES: [C:1]([O:2][C:3](=[O:4])[N:8]1[CH2:9][CH2:10][C:11]([C:14](=[O:15])[OH:16])([CH3:17])[CH2:12][CH2:13]1)([CH3:5])([CH3:6])[CH3:7].[ClH:18].[O:19]1[CH2:20][CH2:21][O:22][CH2:23][CH2:24]1>>[NH:8]1[CH2:9][CH2:10][C:11]([C:14](=[O:15])[OH:16])([CH3:17])[CH2:12][CH2:13]1. Reactants: CN(C)C=C1CC(NC2=C(C1=O)C=C(C=C2)F)=O (4-[(dimethylamino)methylene]-7-fluoro-3,4-dihydro-1H-benzazepine-2,5-dione), Cl.C(C(C)C)(=N)N (isobutyramidine hydrochloride). The product is FC=1C=CC2=C(C3=C(CC(N2)=O)C=NC(=N3)C(C)C)C1 (10-Fluoro-5,7-dihydro-2-(1-methylethyl)-6H-pyrimido[5,4-d][1]benzazepin-6-one). Yield: 60.0%. RXN SMILES: CN([CH:4]=[C:5]1[C:11](=O)[C:10]2[CH:13]=[C:14]([F:17])[CH:15]=[CH:16][C:9]=2[NH:8][C:7](=[O:18])[CH2:6]1)C.Cl.[C:20]([NH2:25])(=[NH:24])[CH:21]([CH3:23])[CH3:22]>>[F:17][C:14]1[CH:15]=[CH:16][C:9]2[NH:8][C:7](=[O:18])[CH2:6][C:5]3[CH:4]=[N:24][C:20]([CH:21]([CH3:23])[CH3:22])=[N:25][C:11]=3[C:10]=2[CH:13]=1 |f:1.2|. Procedure: Analogous to Scheme 1, from 4-[(dimethylamino)methylene]-7-fluoro-3,4-dihydro-1H-benzazepine-2,5-dione and isobutyramidine hydrochloride. Yield: 60%.